This data is from the Open Reaction Database (ORD), a public repository of structured organic reaction records. The task is: describe an organic reaction: reactants, conditions, products, and yield Starting materials: ClC1=CC=NC=2NC(N(CC21)CC)=O (5-chloro-3-ethyl-3,4-dihydropyrido[2,3-d]pyrimidin-2(1H)-one), FC1=CC=C(C=C1)N1C=CC=2C1=NC=C(C2)C2=CC=C(C=C2)O (4-[1-(4-fluorophenyl)-1H-pyrrolo[2,3-b]pyridin-5-yl]phenol), C([O-])([O-])=O.[Cs+].[Cs+] (cesium carbonate). Solvent: CN(C)C=O (DMF). Reaction conditions: time 2 hour. Product: C(C)N1C(NC2=C(C1)C(=CC=N2)OC2=CC=C(C=C2)C=2C=C1C(=NC2)N(C=C1)C1=CC=C(C=C1)F)=O (3-ethyl-5-{4-[1-(4-fluorophenyl)-1H-pyrrolo[2,3-b]pyridin-5-yl]phenoxy}-3,4-dihydropyrido[2,3-d]pyrimidin-2(1H)-one). RXN SMILES: Cl[C:2]1[C:11]2[CH2:10][N:9]([CH2:12][CH3:13])[C:8](=[O:14])[NH:7][C:6]=2[N:5]=[CH:4][CH:3]=1.[F:15][C:16]1[CH:21]=[CH:20][C:19]([N:22]2[C:26]3=[N:27][CH:28]=[C:29]([C:31]4[CH:36]=[CH:35][C:34]([OH:37])=[CH:33][CH:32]=4)[CH:30]=[C:25]3[CH:24]=[CH:23]2)=[CH:18][CH:17]=1.C(=O)([O-])[O-].[Cs+].[Cs+]>CN(C=O)C>[CH2:12]([N:9]1[CH2:10][C:11]2[C:2]([O:37][C:34]3[CH:33]=[CH:32][C:31]([C:29]4[CH:30]=[C:25]5[CH:24]=[CH:23][N:22]([C:19]6[CH:20]=[CH:21][C:16]([F:15])=[CH:17][CH:18]=6)[C:26]5=[N:27][CH:28]=4)=[CH:36][CH:35]=3)=[CH:3][CH:4]=[N:5][C:6]=2[NH:7][C:8]1=[O:14])[CH3:13] |f:2.3.4|. Procedure: Into a 10-mL microwave vial equipped with a stir-bar was added 5-chloro-3-ethyl-3,4-dihydropyrido[2,3-d]pyrimidin-2(1H)-one (30.00 mg; 0.14 mmol), 4-[1-(4-fluorophenyl)-1H-pyrrolo[2,3-b]pyridin-5-yl]phenol (64.70 mg; 0.21 mmol) and cesium carbonate (138.55 mg; 0.43 mmol). The mixture was suspended in DMF (2.00 ml). The vial was then loaded onto the microwave reactor and run at 160° C. for 2 h. The reaction mixture was filtered through a bed of silica under reduced pressure. The crude material wa... Reactants: C1CCOC1, CO, [Li+], COC(=O)C1CCC(c2ccc(-c3nc(C(N)=O)cnc3C)cc2)CC1, [OH-], O, O. The product is Cc1ncc(C(N)=O)nc1-c1ccc(C2CCC(C(=O)O)CC2)cc1. As a reaction SMILES: [CH2:32]1[O:33][CH2:34][CH2:35][CH2:36]1.[CH3:30][OH:31].[Li+:3].[NH2:4][C:5](=[O:6])[c:7]1[cH:8][n:9][c:10]([CH3:29])[c:11](-[c:13]2[cH:14][cH:15][c:16]([CH:19]3[CH2:20][CH2:21][CH:22]([C:25](=[O:26])[O:27][CH3:28])[CH2:23][CH2:24]3)[cH:17][cH:18]2)[n:12]1.[OH-:2].[OH2:1].[OH2:37]>>[NH2:4][C:5](=[O:6])[c:7]1[cH:8][n:9][c:10]([CH3:29])[c:11](-[c:13]2[cH:14][cH:15][c:16]([CH:19]3[CH2:20][CH2:21][CH:22]([C:25](=[O:26])[OH:27])[CH2:23][CH2:24]3)[cH:17][cH:18]2)[n:12]1. Reactants: ClC1=CC=CC=2NC(C3=C(N(C21)C(CC2CCN(CC2)C)=O)C=CC=C3)=O.C(=O)([O-])[C@H](O)[C@@H](O)C(=O)[O-] ((+)-6-Chloro-5,10-dihydro-5-[(1-methyl-4-piperidinyl)-acetyl] -11H-dibenzo[b,e][1,4]diazepin-11-one L-(+)-tart rate), C(=O)([O-])[O-].[K+].[K+] (potash). Run in O (water). The product is ClC1=CC=CC=2NC(C3=C(N(C21)C(CC2CCN(CC2)C)=O)C=CC=C3)=O ((+)-6-chloro-5,10-dihydro-5-[(1-methyl-4-piperidinyl)-acetyl]-11H-dibenzo[b,e][1,4]diazepin-11-one). Yield: 108.1%. As a reaction SMILES: [Cl:1][C:2]1[C:12]2[N:11]([C:13](=[O:22])[CH2:14][CH:15]3[CH2:20][CH2:19][N:18]([CH3:21])[CH2:17][CH2:16]3)[C:10]3[CH:23]=[CH:24][CH:25]=[CH:26][C:9]=3[C:8](=[O:27])[NH:7][C:6]=2[CH:5]=[CH:4][CH:3]=1.C([C@@H]([C@H](C([O-])=O)O)O)([O-])=O.C([O-])([O-])=O.[K+].[K+]>O>[Cl:1][C:2]1[C:12]2[N:11]([C:13](=[O:22])[CH2:14][CH:15]3[CH2:20][CH2:19][N:18]([CH3:21])[CH2:17][CH2:16]3)[C:10]3[CH:23]=[CH:24][CH:25]=[CH:26][C:9]=3[C:8](=[O:27])[NH:7][C:6]=2[CH:5]=[CH:4][CH:3]=1 |f:0.1,2.3.4|. Reported procedure: 5 g of (+)-6-Chloro-5,10-dihydro-5-[(1-methyl-4-piperidinyl)-acetyl] -11H-dibenzo[b,e][1,4]diazepin-11-one-L-(+)-tart rate were dissolved in water, mixed with potash and extracted with methylene chloride. The extracts were combined and evaporated off several times with ethanol. 3.9 g (95% of theory) of (+)-6-chloro-5,10-dihydro-5-[(1-methyl-4-piperidinyl)-acetyl]-11H-dibenzo[b,e][1,4]diazepin-11-one were obtained. Starting materials: FC(C(=O)O)(F)F (trifluoroacetic acid), CC1(CC(C1)C(C1=CC=C(C(=O)OC(C)(C)C)C=C1)NC=1C=NC2=CC(=CC=C2C1)F)C (tert-butyl 4-((3,3-dimethylcyclobutyl)(7-fluoroquinolin-3-ylamino)methyl)benzoate). The solvent is C(Cl)Cl (methylene chloride). Reaction conditions: time 1.5 hour. Product: CC1(CC(C1)C(C1=CC=C(C(=O)O)C=C1)NC=1C=NC2=CC(=CC=C2C1)F)C (4-((3,3-dimethylcyclobutyl)(7-fluoroquinolin-3-ylamino)methyl)benzoic acid). Isolated yield 103.8%. Reaction SMILES: [CH3:1][C:2]1([CH3:32])[CH2:5][CH:4]([CH:6]([NH:20][C:21]2[CH:22]=[N:23][C:24]3[C:29]([CH:30]=2)=[CH:28][CH:27]=[C:26]([F:31])[CH:25]=3)[C:7]2[CH:19]=[CH:18][C:10]([C:11]([O:13]C(C)(C)C)=[O:12])=[CH:9][CH:8]=2)[CH2:3]1.FC(F)(F)C(O)=O>C(Cl)Cl>[CH3:1][C:2]1([CH3:32])[CH2:3][CH:4]([CH:6]([NH:20][C:21]2[CH:22]=[N:23][C:24]3[C:29]([CH:30]=2)=[CH:28][CH:27]=[C:26]([F:31])[CH:25]=3)[C:7]2[CH:19]=[CH:18][C:10]([C:11]([OH:13])=[O:12])=[CH:9][CH:8]=2)[CH2:5]1. Reported procedure: To a vial containing tert-butyl 4-((3,3-dimethylcyclobutyl)(7-fluoroquinolin-3-ylamino)methyl)benzoate (12.0 mg, 0.0280 mmol) was added methylene chloride (0.140 mL) and trifluoroacetic acid (0.140 mL, 0.0280 mmol). The reaction was stirred at room temperature for 1.5 h. The mixture was concentrated and azeotrophed with toluene to provide crude 4-((3,3-dimethylcyclobutyl)(7-fluoroquinolin-3-ylamino)methyl)benzoic acid (11 mg, 99% yield) as an oil. (M+1): 379.2. The reagents and catalysts are C(C)(=O)[O-].[Pd+2].C(C)(=O)[O-] (palladium acetate). Procedure details: A suspension of 3-iodo-4-pyridineamine (594 mg), 3-fluoro-N-[4-(trimethylsilyl)-3-butynyl]benzamide (710 mg), palladium acetate (61 mg), triphenylphosphine (142 mg), sodium acetate (443 mg) and lithium chloride (115 mg) in N,N-dimethylformamide (6 mL) and acetonitrile (3 mL) was irradiated with microwave (100 W) for 30 minutes, poured into water and then extracted with ethyl acetate. The organic layer was washed in turn with an aqueous saturated sodium hydrogen carbonate solution and saturated s... Reactants: IC=1C=NC=CC1N (3-iodo-4-pyridineamine), FC=1C=C(C(=O)NCCC#C[Si](C)(C)C)C=CC1 (3-fluoro-N-[4-(trimethylsilyl)-3-butynyl]benzamide), C1(=CC=CC=C1)P(C1=CC=CC=C1)C1=CC=CC=C1 (triphenylphosphine), C(C)(=O)[O-].[Na+] (sodium acetate), [Cl-].[Li+] (lithium chloride). Yields the product FC=1C=C(C(=O)NCCC2=C(NC3=C2C=NC=C3)[Si](C)(C)C)C=CC1 (3-fluoro-N-{2-[2-(trimethylsilyl)-1H-pyrrolo[3,2-c]pyridin-3-yl]ethyl}benzamide). RXN SMILES: I[C:2]1[CH:3]=[N:4][CH:5]=[CH:6][C:7]=1[NH2:8].[F:9][C:10]1[CH:11]=[C:12]([CH:24]=[CH:25][CH:26]=1)[C:13]([NH:15][CH2:16][CH2:17][C:18]#[C:19][Si:20]([CH3:23])([CH3:22])[CH3:21])=[O:14].C1(P(C2C=CC=CC=2)C2C=CC=CC=2)C=CC=CC=1.C([O-])(=O)C.[Na+].[Cl-].[Li+]>CN(C)C=O.C(#N)C.C([O-])(=O)C.[Pd+2].C([O-])(=O)C.O>[F:9][C:10]1[CH:11]=[C:12]([CH:24]=[CH:25][CH:26]=1)[C:13]([NH:15][CH2:16][CH2:17][C:18]1[C:2]2[CH:3]=[N:4][CH:5]=[CH:6][C:7]=2[NH:8][C:19]=1[Si:20]([CH3:22])([CH3:21])[CH3:23])=[O:14] |f:3.4,5.6,9.10.11|. The solvent is CN(C=O)C (N,N-dimethylformamide), C(C)#N (acetonitrile), O (water). Reactants: CC(C)(C)[O-], CN(C)C=O, CCCSC1(C2(C=Cc3ccc(Cl)cc3Cl)CO2)CC1, [K+], c1nc[nH]n1. Yields the product CCCSC1(C(O)(C=Cc2ccc(Cl)cc2Cl)Cn2cncn2)CC1. As a reaction SMILES: [CH3:26][C:27]([CH3:28])([O-:29])[CH3:30].[CH3:32][N:33]([CH3:34])[CH:35]=[O:36].[Cl:1][c:2]1[c:3]([CH:9]=[CH:10][C:11]2([C:14]3([S:17][CH2:18][CH2:19][CH3:20])[CH2:15][CH2:16]3)[O:12][CH2:13]2)[cH:4][cH:5][c:6]([Cl:8])[cH:7]1.[K+:31].[nH:21]1[n:22][cH:23][n:24][cH:25]1>>[Cl:1][c:2]1[c:3]([CH:9]=[CH:10][C:11]([OH:12])([CH2:13][n:21]2[n:22][cH:23][n:24][cH:25]2)[C:14]2([S:17][CH2:18][CH2:19][CH3:20])[CH2:15][CH2:16]2)[cH:4][cH:5][c:6]([Cl:8])[cH:7]1. Starting materials: CC(=O)OCc1nc(C(Cl)Cl)cnc1N1C(=O)c2ccccc2C1=O, COC(C)=O, CO, Cc1ccc(S(=O)(=O)O)cc1. The product is O=C1c2ccccc2C(=O)N1c1ncc(C(Cl)Cl)nc1CO. As a reaction SMILES: [C:1](=[O:2])([CH3:3])[O:4][CH2:5][c:6]1[c:7]([N:15]2[C:16](=[O:25])[c:17]3[c:18]([cH:21][cH:22][cH:23][cH:24]3)[C:19]2=[O:20])[n:8][cH:9][c:10]([CH:12]([Cl:13])[Cl:14])[n:11]1.[C:37]([O:38][CH3:39])(=[O:40])[CH3:41].[CH3:42][OH:43].[c:26]1([CH3:27])[cH:28][cH:29][c:30]([S:31]([OH:32])(=[O:33])=[O:34])[cH:35][cH:36]1>>[OH:4][CH2:5][c:6]1[c:7]([N:15]2[C:16](=[O:25])[c:17]3[c:18]([cH:21][cH:22][cH:23][cH:24]3)[C:19]2=[O:20])[n:8][cH:9][c:10]([CH:12]([Cl:13])[Cl:14])[n:11]1. Procedure details: To a vial containing the title compound from Example 71 Step D (75 mg, 0.217 mmol), acetamide oxime (32.1 mg, 0.433 mmol) and sodium ethoxide (73.7 mg, 1.083 mmol) was added ethanol (2.2 mL). The vial was capped tightly and heated to 150° C. for 15 minutes in the microwave. The reaction solution was then concentrated under reduced pressure. The resulting material was diluted with acetonitrile and then purified by HPLC (C18 column, 10 to 100% acetonitrile/water, both 0.1% v/v trifluoroacetic acid... Reaction SMILES: [CH:1]1[N:5]2[C:6]3[C:11]([CH2:12][CH2:13][C:4]2=[N:3][N:2]=1)=[CH:10][C:9]([C:14]1[CH:15]=[C:16]([C:20]2([C:23](OC)=[O:24])[CH2:22][CH2:21]2)[CH:17]=[N:18][CH:19]=1)=[CH:8][CH:7]=3.[C:27](=[N:30]O)([NH2:29])[CH3:28].[O-]CC.[Na+]>C(O)C>[CH3:28][C:27]1[N:30]=[C:23]([C:20]2([C:16]3[CH:15]=[C:14]([C:9]4[CH:10]=[C:11]5[C:6](=[CH:7][CH:8]=4)[N:5]4[CH:1]=[N:2][N:3]=[C:4]4[CH2:13][CH2:12]5)[CH:19]=[N:18][CH:17]=3)[CH2:21][CH2:22]2)[O:24][N:29]=1 |f:2.3|. Product: CC1=NOC(=N1)C1(CC1)C=1C=C(C=NC1)C=1C=C2CCC=3N(C2=CC1)C=NN3 (7-{5-[1-(3-methyl-1,2,4-oxadiazol-5-yl)cyclopropyl]-3-pyridinyl}-4,5-dihydro[1,2,4]triazolo[4,3-a]quinoline). Starting materials: C1=NN=C2N1C1=CC=C(C=C1CC2)C=2C=C(C=NC2)C2(CC2)C(=O)OC (methyl 1-[5-(4,5-dihydro[1,2,4]triazolo[4,3-a]quinolin-7-yl)-3-pyridinyl]cyclopropanecarboxylate), C(C)(N)=NO (acetamide oxime), [O-]CC.[Na+] (sodium ethoxide). Conditions: temperature 150 celsius. Run in C(C)O (ethanol).